This data is from the Open Reaction Database (ORD), a public repository of structured organic reaction records. The task is: describe an organic reaction: reactants, conditions, products, and yield Reactants: ClC1=CC=NC2=CC(=C(C=C12)C#N)OCCCN1CCCC1 (4-chloro-6-cyano-7-(3-(pyrrolidin-1-yl)propoxy)quinoline), OC=1C=C2C=C(NC2=CC1)C (5-hydroxy-2-methylindole), C([O-])([O-])=O.[Cs+].[Cs+] (cesium carbonate). The solvent is CN(C)C=O (DMF). Conditions: temperature 95 celsius. Product: CC=1NC2=CC=C(C=C2C1)OC1=NC2=CC(=CC=C2C=C1)OCCCN1CCCC1 ((2-methylindol-5-yloxy)-7-(3-(pyrrolidin-1-yl)propoxy)quinoline). The yield is 58.1%. RXN SMILES: Cl[C:2]1[C:11]2[C:6](=[CH:7][C:8]([O:14][CH2:15][CH2:16][CH2:17][N:18]3[CH2:22][CH2:21][CH2:20][CH2:19]3)=[C:9](C#N)[CH:10]=2)[N:5]=[CH:4][CH:3]=1.[OH:23][C:24]1[CH:25]=[C:26]2[C:30](=[CH:31][CH:32]=1)[NH:29][C:28]([CH3:33])=[CH:27]2.C(=O)([O-])[O-].[Cs+].[Cs+]>CN(C=O)C>[CH3:33][C:28]1[NH:29][C:30]2[C:26]([CH:27]=1)=[CH:25][C:24]([O:23][C:4]1[CH:3]=[CH:2][C:11]3[C:6](=[CH:7][C:8]([O:14][CH2:15][CH2:16][CH2:17][N:18]4[CH2:19][CH2:20][CH2:21][CH2:22]4)=[CH:9][CH:10]=3)[N:5]=1)=[CH:32][CH:31]=2 |f:2.3.4|. Procedure details: A suspension of 4-chloro-6-cyano-7-(3-(pyrrolidin-1-yl)propoxy)quinoline (150 mg, 0.48 mmol), (prepared as described for the starting material in Example 11), 5-hydroxy-2-methylindole (84 mg, 0.57 mmol) and cesium carbonate (200 mg, 0.72 mmol) in DMF (6 ml) was heated at 95° C. for 2 hours. After cooling, the mixture was filtered and the filtrate was evaporated under vacuum. The residue was purified by column chromatography eluting with methylene chloride, followed by ethyl acetate, followed by ... Starting materials: CCN=C=NCCCN(C)C, CCOC(C)=O, CCN(C(C)C)C(C)C, Cl, Cl, Cl, NC1CN2CCC1CC2, O=C(O)c1cccc2oc(-c3ccc4c(c3)OCO4)nc12, CN(C)C=O, On1nnc2ccccc21. Yields the product O=C(NC1CN2CCC1CC2)c1cccc2oc(-c3ccc4c(c3)OCO4)nc12. Reaction SMILES: [CH2:34]([N:35]=[C:36]=[N:37][CH2:38][CH2:39][CH2:40][N:41]([CH3:42])[CH3:43])[CH3:44].[CH3:69][CH2:70][O:71][C:72](=[O:73])[CH3:74].[CH:55]([N:56]([CH2:57][CH3:58])[CH:59]([CH3:60])[CH3:61])([CH3:62])[CH3:63].[ClH:22].[ClH:23].[ClH:33].[NH2:24][CH:25]1[CH2:26][N:27]2[CH2:28][CH2:29][CH:30]1[CH2:31][CH2:32]2.[O:1]1[CH2:2][O:3][c:4]2[c:5]1[cH:6][cH:7][c:8](-[c:10]1[o:11][c:12]3[c:13]([n:14]1)[c:15]([C:19](=[O:20])[OH:21])[cH:16][cH:17][cH:18]3)[cH:9]2.[O:64]=[CH:65][N:66]([CH3:67])[CH3:68].[OH:45][n:46]1[c:47]2[cH:48][cH:49][cH:50][cH:51][c:52]2[n:53][n:54]1>>[O:1]1[CH2:2][O:3][c:4]2[c:5]1[cH:6][cH:7][c:8](-[c:10]1[o:11][c:12]3[c:13]([n:14]1)[c:15]([C:19](=[O:21])[NH:24][CH:25]1[CH2:26][N:27]4[CH2:28][CH2:29][CH:30]1[CH2:31][CH2:32]4)[cH:16][cH:17][cH:18]3)[cH:9]2. Starting materials: [Al+3], C1CCOC1, CC(=O)Nc1ccnn1-c1ccc(F)cc1F, [H-], [H-], [H-], [H-], [Li+]. Product: CCNc1ccnn1-c1ccc(F)cc1F. As a reaction SMILES: [Al+3:19].[CH2:24]1[O:25][CH2:26][CH2:27][CH2:28]1.[F:1][c:2]1[c:3](-[n:9]2[n:10][cH:11][cH:12][c:13]2[NH:14][C:15]([CH3:16])=[O:17])[cH:4][cH:5][c:6]([F:8])[cH:7]1.[H-:18].[H-:21].[H-:22].[H-:23].[Li+:20]>>[F:1][c:2]1[c:3](-[n:9]2[n:10][cH:11][cH:12][c:13]2[NH:14][CH2:15][CH3:16])[cH:4][cH:5][c:6]([F:8])[cH:7]1. Starting materials: N1N=C(C=C1)B(O)O (1H-pyrazol-3-boronic acid), BrC1=C2C3(C(N(C2=CC=C1)C(C1=CC=CC=C1)C1=CC=CC=C1)=O)COC1=CC2=C(OCCO2)C=C13 (4′-bromo-1′-(diphenylmethyl)-2,3-dihydrospiro[furo[2,3-g][1,4]benzodioxine-8,3′-indol]-2′(1′H)-one), N1=CC(=CC2=CC=CC=C12)B(O)O (quinolin-3-ylboronic acid), BrC1=C2C3(C(N(C2=CC=C1)C)=O)COC=1C3=CC3=C(OCO3)C1 (4′-bromo-1′-methylspiro[furo[2,3-f][1,3]benzodioxole-7,3′-indol]-2′(1′H)-one). The product is CN1C(C2(C3=C(C=CC=C13)C1=NNC=C1)COC1=CC3=C(OCCO3)C=C12)=O (1′-methyl-4′-(1H-pyrazol-3-yl)-2,3-dihydrospiro[furo[2,3-g][1,4]benzodioxine-8,3′-indol]-2′(1′H)-one). As a reaction SMILES: [NH:1]1[CH:5]=[CH:4][C:3](B(O)O)=[N:2]1.N1C2C(=CC=CC=2)C=C(B(O)O)C=1.BrC1C=CC=C2C=1C1(C3=CC4OCOC=4C=C3OC1)C(=O)N2C.Br[C:46]1[CH:54]=[CH:53][CH:52]=[C:51]2[C:47]=1[C:48]1([C:80]3[C:71](=[CH:72][C:73]4[O:78][CH2:77][CH2:76][O:75][C:74]=4[CH:79]=3)[O:70][CH2:69]1)[C:49](=[O:68])[N:50]2[CH:55](C1C=CC=CC=1)C1C=CC=CC=1>>[CH3:55][N:50]1[C:51]2[C:47](=[C:46]([C:3]3[CH:4]=[CH:5][NH:1][N:2]=3)[CH:54]=[CH:53][CH:52]=2)[C:48]2([C:80]3[C:71](=[CH:72][C:73]4[O:78][CH2:77][CH2:76][O:75][C:74]=4[CH:79]=3)[O:70][CH2:69]2)[C:49]1=[O:68]. Procedure details: Following the procedure as described in EXAMPLE 2.46 and making non-critical variations using 1H-pyrazol-3-boronic acid to replace quinolin-3-ylboronic acid, and 4′-bromo-1′-methylspiro[furo[2,3-f][1,3]benzodioxole-7,3′-indol]-2′(1′H)-one to replace 4′-bromo-1′-(diphenylmethyl)-2,3-dihydrospiro[furo[2,3-g][1,4]benzodioxine-8,3′-indol]-2′(1′H)-one, 1′-methyl-4′-(1H-pyrazol-3-yl)-2,3-dihydrospiro[furo[2,3-g][1,4]benzodioxine-8,3′-indol]-2′(1′H)-one was obtained (63%) as a colorless solid: mp 201-2... The reactants are FC1=C(C=CC(=C1)[N+](=O)[O-])COCCOC (2-fluoro-1-((2-methoxyethoxy)methyl)-4-nitrobenzene). The reagents and catalysts are [Pd] (Pd—C). Run in C1CCOC1 (THF). Run at time 16 hour. Yields the product FC=1C=C(N)C=CC1COCCOC (3-fluoro-4-((2-methoxyethoxy)methyl)aniline). Isolated yield 71.9%. Reaction SMILES: [F:1][C:2]1[CH:7]=[C:6]([N+:8]([O-])=O)[CH:5]=[CH:4][C:3]=1[CH2:11][O:12][CH2:13][CH2:14][O:15][CH3:16]>C1COCC1.[Pd]>[F:1][C:2]1[CH:7]=[C:6]([CH:5]=[CH:4][C:3]=1[CH2:11][O:12][CH2:13][CH2:14][O:15][CH3:16])[NH2:8]. Reported procedure: To a stirred solution of 2-fluoro-1-((2-methoxyethoxy)methyl)-4-nitrobenzene (4.0 g, 1.0 eq) in THF (50 mL) was added 10% Pd—C and the reaction mixture was stirred under H2 gas balloon at for 16 h. The reaction mixture was passed through celite pad and the solvent evaporated to get 3-fluoro-4-((2-methoxyethoxy)methyl)aniline (2.50 g, 72%) as solid (TLC system: EtOAc/PE (1:1), Rf: 0.3).